This data is from the Open Reaction Database (ORD), a public repository of structured organic reaction records. The task is: describe an organic reaction: reactants, conditions, products, and yield Starting materials: ClC(Cl)(Cl)Cl, Cc1ccc2nc(-c3ccccc3)sc2c1, ClC(Cl)Cl, CC(C)(C#N)N=NC(C)(C)C#N, O=C1CCC(=O)N1Br. The product is BrCc1ccc2nc(-c3ccccc3)sc2c1. As a reaction SMILES: [C:37]([Cl:38])([Cl:39])([Cl:40])[Cl:41].[CH3:1][c:2]1[cH:3][c:4]2[c:5]([n:6][c:7](-[c:9]3[cH:10][cH:11][cH:12][cH:13][cH:14]3)[s:8]2)[cH:15][cH:16]1.[CH:42]([Cl:43])([Cl:44])[Cl:45].[N:25]#[C:26][C:27]([N:28]=[N:29][C:30]([C:31]#[N:32])([CH3:33])[CH3:34])([CH3:35])[CH3:36].[O:17]=[C:18]1[N:19]([Br:24])[C:20](=[O:21])[CH2:22][CH2:23]1>>[CH2:1]([c:2]1[cH:3][c:4]2[c:5]([n:6][c:7](-[c:9]3[cH:10][cH:11][cH:12][cH:13][cH:14]3)[s:8]2)[cH:15][cH:16]1)[Br:24].